Dataset: the Open Reaction Database (ORD), a public repository of structured organic reaction records. Task: describe an organic reaction: reactants, conditions, products, and yield Reactants: CCOC(=O)C(C)(C)Oc1ccc(OCCc2nc(-c3ccc(B4OC(C)(C)C(C)(C)O4)cc3)oc2C)cc1, CCO, Cl, [Na+], [OH-], O. Yields the product Cc1oc(-c2ccc(B3OC(C)(C)C(C)(C)O3)cc2)nc1CCOc1ccc(OC(C)(C)C(=O)O)cc1. As a reaction SMILES: [CH2:1]([CH3:2])[O:3][C:4]([C:5]([CH3:6])([O:7][c:8]1[cH:9][cH:10][c:11]([O:14][CH2:15][CH2:16][c:17]2[n:18][c:19](-[c:23]3[cH:24][cH:25][c:26]([B:29]4[O:30][C:31]([CH3:36])([CH3:37])[C:32]([CH3:34])([CH3:35])[O:33]4)[cH:27][cH:28]3)[o:20][c:21]2[CH3:22])[cH:12][cH:13]1)[CH3:38])=[O:39].[CH3:42][CH2:43][OH:44].[ClH:40].[Na+:46].[OH-:45].[OH2:41]>>[O:3]=[C:4]([C:5]([CH3:6])([O:7][c:8]1[cH:9][cH:10][c:11]([O:14][CH2:15][CH2:16][c:17]2[n:18][c:19](-[c:23]3[cH:24][cH:25][c:26]([B:29]4[O:30][C:31]([CH3:36])([CH3:37])[C:32]([CH3:34])([CH3:35])[O:33]4)[cH:27][cH:28]3)[o:20][c:21]2[CH3:22])[cH:12][cH:13]1)[CH3:38])[OH:39]. Reactants: ClC1=NC=2C=CC=C3CCCN1C23 (2-chloro-5,6-dihydro-4H-imidazo[4,5,1-ij]quinoline), FC(C=1C=C(C=CC1)N1CCNCC1)(F)F (1-[3-(trifluoromethyl)phenyl]piperazine), C(Cl)(Cl)Cl (chloroform). Run at time 4 hour. Product: FC(C=1C=C(C=CC1)N1CCN(CC1)C1=NC=2C=CC=C3CCCN1C23)(F)F (2-[4-[3-(Trifluoromethyl)phenyl]-1-piperazinyl]-5,6-dihydro-4H-imidazo [4,5,1-ij]quinoline). The yield is 50.0%. Reaction SMILES: Cl[C:2]1[N:12]2[C:13]3[C:8]([CH2:9][CH2:10][CH2:11]2)=[CH:7][CH:6]=[CH:5][C:4]=3[N:3]=1.C(Cl)(Cl)Cl.[F:18][C:19]([F:33])([F:32])[C:20]1[CH:21]=[C:22]([N:26]2[CH2:31][CH2:30][NH:29][CH2:28][CH2:27]2)[CH:23]=[CH:24][CH:25]=1>>[F:33][C:19]([F:18])([F:32])[C:20]1[CH:21]=[C:22]([N:26]2[CH2:31][CH2:30][N:29]([C:2]3[N:12]4[C:13]5[C:8]([CH2:9][CH2:10][CH2:11]4)=[CH:7][CH:6]=[CH:5][C:4]=5[N:3]=3)[CH2:28][CH2:27]2)[CH:23]=[CH:24][CH:25]=1. Procedure details: A solution of 2-chloro-5,6-dihydro-4H-imidazo[4,5,1-ij]quinoline (3.00 g) in 1-[3-(trifluoromethyl)phenyl]piperazine (5 ml) was stirred at 110° C., under nitrogen. After four hrs, chloroform (50 ml) was added, and the solution was stirred under reflux overnight. The reaction mixture was quenched with dilute sodium bicarbonate solution (200 ml) and extracted with chloroform. The combined organic extracts were dried over anhydrous magnesium sulfate, filtered, and the filtrate was evaporated. The r... Starting materials: C1(CC1)NC1CC=2C=3C(C(=NSCC13)N(C(=O)OC(C)(C)C)C(=O)OC(C)(C)C)=NN(N2)CC2=NC=C(C(=C2C)OC)C (di-tert-butyl {8-(cyclopropylamino)-2-[(4-methoxy-3,5-dimethylpyridin-2-yl)methyl]-2,7,8,9-tetrahydro-6-thia-1,2,3,5-tetraazabenzo[cd]azulen-4-yl}imidodicarbonate), C(#N)[BH3-].[Na+] (sodium cyanoborohydride), CO (methanol), C=O (formalin), 3A. Solvent: C(C)(=O)O (acetic acid). Reaction conditions: time 14 hour. The product is C1(CC1)N(C1CC=2C=3C(C(=NSCC13)N)=NN(N2)CC2=NC=C(C(=C2C)OC)C)C (N8-Cyclopropyl-2-[(4-methoxy-3,5-dimethylpyridin-2-yl)methyl]-N8-methyl-2,7,8,9-tetrahydro-6-thia-1,2,3,5-tetraazabenzo[cd]azulene-4,8-diamine). Yield: 83.7%. RXN SMILES: [CH:1]1([NH:4][CH:5]2[C:14]3[CH2:13][S:12][N:11]=[C:10]([N:15](C(OC(C)(C)C)=O)C(OC(C)(C)C)=O)[C:9]4=[N:30][N:31]([CH2:33][C:34]5[C:39]([CH3:40])=[C:38]([O:41][CH3:42])[C:37]([CH3:43])=[CH:36][N:35]=5)[N:32]=[C:7]([C:8]=34)[CH2:6]2)[CH2:3][CH2:2]1.CO.C=O.[C:48]([BH3-])#N.[Na+]>C(O)(=O)C>[CH:1]1([N:4]([CH3:48])[CH:5]2[C:14]3[CH2:13][S:12][N:11]=[C:10]([NH2:15])[C:9]4=[N:30][N:31]([CH2:33][C:34]5[C:39]([CH3:40])=[C:38]([O:41][CH3:42])[C:37]([CH3:43])=[CH:36][N:35]=5)[N:32]=[C:7]([C:8]=34)[CH2:6]2)[CH2:2][CH2:3]1 |f:3.4|. Procedure details: A mixture composed of di-tert-butyl {8-(cyclopropylamino)-2-[(4-methoxy-3,5-dimethylpyridin-2-yl)methyl]-2,7,8,9-tetrahydro-6-thia-1,2,3,5-tetraazabenzo[cd]azulen-4-yl}imidodicarbonate of Example 60 (400 mg), methanol (2 mL), a 35% formalin solution (111 μL), acetic acid (156 μL) and molecular sieves 3A was stirred at room temperature for 40 minutes. Then, sodium cyanoborohydride (163 mg) was added, and the mixture was stirred at room temperature for 14 hours. The molecular sieves were separated... Reactants: C(C)(C)NC1CCCCC1 (N-isopropylcyclohexylamine), C(CCC)[Li] (n-butyl lithium), C1CCOC1 (THF), C1CCOC1 (THF), resultant suspension, BrC=1C(OCC1OC)=O (3-bromo-4-methoxy-5H-furan-2-one), C1CCOC1 (THF). Conditions: temperature -78 celsius, time 0.5 hour. Product: BrC=1C(OC(C1OC)C(C1=CC=CC2=CC=CC=C12)O)=O (3-Bromo-5-(hydroxynaphthalen-1-ylmethyl)-4-methoxy-5H-furan-2-one). Yield: 59.0%. As a reaction SMILES: C(N[CH:5]1[CH2:10][CH2:9][CH2:8][CH2:7][CH2:6]1)(C)C.[CH2:11]([Li])[CH2:12][CH2:13][CH3:14].[Br:16][C:17]1[C:18](=[O:24])[O:19][CH2:20][C:21]=1[O:22][CH3:23].C1C[O:28][CH2:27]C1>>[Br:16][C:17]1[C:18](=[O:24])[O:19][CH:20]([CH:27]([OH:28])[C:7]2[C:6]3[C:5](=[CH:11][CH:12]=[CH:13][CH:14]=3)[CH:10]=[CH:9][CH:8]=2)[C:21]=1[O:22][CH3:23]. Procedure: A solution of N-isopropylcyclohexylamine (3.62 g, 4.22 mL, 28.22 mmol) in THF at −78° C. is treated with n-butyl lithium (2.1M in hexane, 13.2 L), and stirred at −78° C. for 0.5 h. The resultant suspension is added dropwise to a suspension of 3-bromo-4-methoxy-5H-furan-2-one (4.95 g, 25.65 mmol) in THF at −78° C. The reaction mixture is stirred at −78° C. for 0.75 h, treated dropwise with a solution of 1-naphthylcarboxaldehyde (4.0 g, 25.65 mmol) in THF, stirred for 0.5 h at −78° C., allowed to ...